The task is: describe an organic reaction: reactants, conditions, products, and yield. This data is from the Open Reaction Database (ORD), a public repository of structured organic reaction records. The reactants are N1CCC(CC1)CC(=O)O (2-(piperidin-4-yl)acetic acid), [OH-].[Na+] (NaOH), C(OCC1=CC(=CC(=C1)Cl)Cl)(=O)Cl (3,5-dichlorobenzyl carbono-chloridate), Cl (HCl). Solvent: C(Cl)Cl (DCM). Run at time 1 hour. The product is ClC=1C=C(COC(=O)N2CCC(CC2)CC(=O)O)C=C(C1)Cl (2-(1-(((3,5-dichlorobenzyl)oxy)carbonyl)piperidin-4-yl)acetic acid). RXN SMILES: [NH:1]1[CH2:6][CH2:5][CH:4]([CH2:7][C:8]([OH:10])=[O:9])[CH2:3][CH2:2]1.[OH-].[Na+].[C:13](Cl)(=[O:24])[O:14][CH2:15][C:16]1[CH:21]=[C:20]([Cl:22])[CH:19]=[C:18]([Cl:23])[CH:17]=1.Cl>C(Cl)Cl>[Cl:22][C:20]1[CH:21]=[C:16]([CH:17]=[C:18]([Cl:23])[CH:19]=1)[CH2:15][O:14][C:13]([N:1]1[CH2:6][CH2:5][CH:4]([CH2:7][C:8]([OH:10])=[O:9])[CH2:3][CH2:2]1)=[O:24] |f:1.2|. Reported procedure: To 2-(piperidin-4-yl)acetic acid (1 g, 6.98 mmol) in DCM (23 ml) was added 2M NaOH (10.48 ml, 20.95 mmol) and 3,5-dichlorobenzyl carbono-chloridate (1.673 g, 6.98 mmol) to give a white biphasic mixture. After vigorous stirring at RT for 1 hr the reaction mixture was acidified with HCl (6M, 3.49 ml) and then extracted with DCM. The organics were dried with MgSO4, filtered and concentrated under pressure to give the title compound as a colourless oil.